This data is from the Open Reaction Database (ORD), a public repository of structured organic reaction records. The task is: describe an organic reaction: reactants, conditions, products, and yield Reactants: ClC1=CC=C(C=C1)N1C(=NC(=CC1=O)C(F)(F)F)S(=O)(=O)C (3-(4-chlorophenyl)-3,4-dihydro-2-methanesulfonyl-6-trifluoromethylpyrimidin-4-one), O1CCCC1 (tetrahydrofuran), O.NN (hydrazine monohydrate). Solvent: [Cl-].[Na+].O (brine). Product: ClC1=CC=C(C=C1)N1C(=NC(=CC1=O)C(F)(F)F)NN (3-(4-chlorophenyl)-3,4-dihydro-2-hydrazino-6-trifluoromethylpyrimidin-4-one). RXN SMILES: [Cl:1][C:2]1[CH:7]=[CH:6][C:5]([N:8]2[C:13](=[O:14])[CH:12]=[C:11]([C:15]([F:18])([F:17])[F:16])[N:10]=[C:9]2S(C)(=O)=O)=[CH:4][CH:3]=1.O1CCCC1.O.[NH2:29][NH2:30]>[Cl-].[Na+].O>[Cl:1][C:2]1[CH:7]=[CH:6][C:5]([N:8]2[C:13](=[O:14])[CH:12]=[C:11]([C:15]([F:18])([F:17])[F:16])[N:10]=[C:9]2[NH:29][NH2:30])=[CH:4][CH:3]=1 |f:2.3,4.5.6|. Reported procedure: A mixture of 3-(4-chlorophenyl)-3,4-dihydro-2-methanesulfonyl-6-trifluoromethylpyrimidin-4-one (2.0 g) and tetrahydrofuran (20 ml) was added with hydrazine monohydrate (NH2NH2. H2O) (0.5 g). After stirring for 30 minuets at room temperature, the mixture was added with saturated brine (30 ml) and then extracted with ethyl acetate. The extract layer was washed with water and then dried on anhydrous magnesium sulfate. The solvent was distilled off under reduced pressure to give the compound of inte... Reactants: C(C)(C)(C)C1=CC=C(C=C1)N1C(N(C(C1=O)(C)C)CC1=CC=2N(C=C1)OC(N2)=S)=O (3-(4-tert-butylphenyl)-5,5-dimethyl-1-[(2-thioxo-2H-[1,2,4]oxadiazolo[2,3-a]pyridin-7-yl)methyl]imidazolidine-2,4-dione), C1(CCCCC1)N (cyclohexanamine). Run in C(C)O (ethanol). The product is C(C)(C)(C)C1=CC=C(C=C1)N1C(N(C(C1=O)(C)C)CC1=CC(=NC=C1)NC(=O)NC1CCCCC1)=O (1-(4-{[3-(4-tert-butylphenyl)-5,5-dimethyl-2,4-dioxoimidazolidin-1-yl]methyl}pyridin-2-yl)-3-cyclohexylurea). RXN SMILES: [C:1]([C:5]1[CH:10]=[CH:9][C:8]([N:11]2[C:15](=[O:16])[C:14]([CH3:18])([CH3:17])[N:13]([CH2:19][C:20]3[CH:25]=[CH:24][N:23]4[O:26][C:27](=S)[N:28]=[C:22]4[CH:21]=3)[C:12]2=[O:30])=[CH:7][CH:6]=1)([CH3:4])([CH3:3])[CH3:2].[CH:31]1([NH2:37])[CH2:36][CH2:35][CH2:34][CH2:33][CH2:32]1>C(O)C>[C:1]([C:5]1[CH:10]=[CH:9][C:8]([N:11]2[C:15](=[O:16])[C:14]([CH3:18])([CH3:17])[N:13]([CH2:19][C:20]3[CH:25]=[CH:24][N:23]=[C:22]([NH:28][C:27]([NH:37][CH:31]4[CH2:36][CH2:35][CH2:34][CH2:33][CH2:32]4)=[O:26])[CH:21]=3)[C:12]2=[O:30])=[CH:7][CH:6]=1)([CH3:4])([CH3:3])[CH3:2]. Reported procedure: This compound may be prepared as obtained in stage c) of Example 9, but starting with 200 mg of 3-(4-tert-butylphenyl)-5,5-dimethyl-1-[(2-thioxo-2H-[1,2,4]oxadiazolo[2,3-a]pyridin-7-yl)methyl]imidazolidine-2,4-dione obtained in stage b) of Example 9, 4 mL of ethanol and 56 mg of cyclohexanamine. After chromatography on a column of silica, eluting with a mixture of heptane/ethyl acetate (gradient from 100/0 to 0/100 by volume), 92 mg of 1-(4-{[3-(4-tert-butylphenyl)-5,5-dimethyl-2,4-dioxo-imidazo... Reactants: NC=1C=NC=CC1N1C[C@H](C[C@H](C1)F)NC(OC(C)(C)C)=O (tert-butyl (3S,5R)-1-(3-aminopyridin-4-yl)-5-fluoropiperidin-3-ylcarbamate), C(C)(C)(C)OC(=O)NC1=C(N=C(S1)C1=C(C=CC=C1)F)C(=O)O (5-(tert-butoxycarbonylamino)-2-(2-fluorophenyl)thiazole-4-carboxylic acid). Product: NC1=C(N=C(S1)C1=C(C=CC=C1)F)C(=O)NC=1C=NC=CC1N1C[C@H](C[C@H](C1)F)N (5-amino-N-(4-((3S,5R)-3-amino-5-fluoropiperidin-1-yl)pyridin-3-yl)-2-(2-fluorophenyl)thiazole-4-carboxamide). Reaction SMILES: [NH2:1][C:2]1[CH:3]=[N:4][CH:5]=[CH:6][C:7]=1[N:8]1[CH2:13][C@H:12]([F:14])[CH2:11][C@H:10]([NH:15]C(=O)OC(C)(C)C)[CH2:9]1.C(OC([NH:30][C:31]1[S:35][C:34]([C:36]2[CH:41]=[CH:40][CH:39]=[CH:38][C:37]=2[F:42])=[N:33][C:32]=1[C:43](O)=[O:44])=O)(C)(C)C>>[NH2:30][C:31]1[S:35][C:34]([C:36]2[CH:41]=[CH:40][CH:39]=[CH:38][C:37]=2[F:42])=[N:33][C:32]=1[C:43]([NH:1][C:2]1[CH:3]=[N:4][CH:5]=[CH:6][C:7]=1[N:8]1[CH2:13][C@H:12]([F:14])[CH2:11][C@H:10]([NH2:15])[CH2:9]1)=[O:44]. Reported procedure: Followed the procedure as described in EXAMPLE 1, starting with tert-butyl (3S,5R)-1-(3-aminopyridin-4-yl)-5-fluoropiperidin-3-ylcarbamate and 5-(tert-butoxycarbonylamino)-2-(2-fluorophenyl)thiazole-4-carboxylic acid. Obtained the desired product as a white solid (50 mg). ESIMS m/z=431.1 (M+1). Starting materials: C1(CC1)N (cyclopropylamine), ClC1=C(C=O)C=CC(=C1)Cl (2,4-dichlorobenzaldehyde), [BH4-].[Na+] (NaBH4). Run in CO (methanol). Run at time 40 minute. The product is C1(CC1)NCC1=C(C=C(C=C1)Cl)Cl (Cyclopropyl-(2,4-dichloro-benzyl)-amine). Reaction SMILES: [Cl:1][C:2]1[CH:9]=[C:8]([Cl:10])[CH:7]=[CH:6][C:3]=1[CH:4]=O.[CH:11]1([NH2:14])[CH2:13][CH2:12]1.[BH4-].[Na+]>CO>[CH:11]1([NH:14][CH2:4][C:3]2[CH:6]=[CH:7][C:8]([Cl:10])=[CH:9][C:2]=2[Cl:1])[CH2:13][CH2:12]1 |f:2.3|. Reported procedure: 5.25 g (30 mmol) of 2,4-dichlorobenzaldehyde was introduced into 140 ml of methanol and, at room temperature, a solution of 1.71 g (30 mmol) of cyclopropylamine was added. The mixture as stirred at room temperature for 40 min and then 1.42 g (37.5 mmol) of NaBH4 was added in portions. After standing overnight, the solvent was removed and the residue was taken up in 2 N HCl. Two extractions with ethyl acetate were carried out. The aqueous phase was made alkaline with NaOH and again extracted twic... The reactants are [Na].[Na].[Na].S(=O)(=O)(O)C=1C=C(C=CC1)P(C1=CC(=CC=C1)S(=O)(=O)O)C1=CC(=CC=C1)S(=O)(=O)O (tris(3-sulfophenyl)phosphine trisodium salt), ClC1=C(C=C(C=C1)B(O)O)C (4-chloro-3-methylphenyl boronic acid), BrC=1C=CC(=C(C1)C1C(C2CCC(C1=O)C2)=O)CC (3-(5-bromo-2-ethyl-phenyl)-bicyclo[3.2.1]octane-2,4-dione), P(=O)([O-])([O-])[O-].[K+].[K+].[K+] (potassium phosphate). The reagents and catalysts are C(C)(=O)[O-].[Pd+2].C(C)(=O)[O-] (palladium(II) acetate). The solvent is C(C)#N (acetonitrile). Run at temperature 160 celsius, time 5 minute. The product is ClC1=C(C=C(C=2C=CC(=C(C2)C2C(C3CCC(C2=O)C3)=O)CC)C=C1)C (3-(4′-chloro-4-ethyl-3′-methylbiphen-3-yl)bicyclo[3.2.1]octane-2,4-dione). RXN SMILES: [Na].[Na].[Na].S(C1C=C(P(C2C=CC=C(S(O)(=O)=O)C=2)C2C=CC=C(S(O)(=O)=O)C=2)C=CC=1)(O)(=O)=O.[Cl:35][C:36]1[CH:41]=[CH:40][C:39](B(O)O)=[CH:38][C:37]=1[CH3:45].Br[C:47]1[CH:48]=[CH:49][C:50]([CH2:63][CH3:64])=[C:51]([CH:53]2[C:59](=[O:60])[CH:58]3[CH2:61][CH:55]([CH2:56][CH2:57]3)[C:54]2=[O:62])[CH:52]=1.P([O-])([O-])([O-])=O.[K+].[K+].[K+]>C([O-])(=O)C.[Pd+2].C([O-])(=O)C.C(#N)C>[Cl:35][C:36]1[CH:41]=[CH:40][C:39]([C:47]2[CH:48]=[CH:49][C:50]([CH2:63][CH3:64])=[C:51]([CH:53]3[C:54](=[O:62])[CH:55]4[CH2:61][CH:58]([CH2:57][CH2:56]4)[C:59]3=[O:60])[CH:52]=2)=[CH:38][C:37]=1[CH3:45] |f:0.1.2.3,6.7.8.9,10.11.12,^1:0,1,2|. Procedure details: To a microwave vial is added palladium(II) acetate (3.7 mg, 0.016 mmol), tris(3-sulfophenyl)phosphine trisodium salt (23 mg, 0.041 mmol), 4-chloro-3-methylphenyl boronic acid (0.167 g, 0.97 mmol), 3-(5-bromo-2-ethyl-phenyl)-bicyclo[3.2.1]octane-2,4-dione (0.209 g, 0.65 mmol) and potassium phosphate (0.691 g, 3.26 mmol). A degassed mixed solution of acetonitrile/distilled water (1.6 ml, 1:1 ratio) is next added (washing-down any solids from the slides of the vial), followed by stirring for 5 minu... The reactants are CO, CC1(C)Oc2ccc(C#N)cc2C(N)C1O, O=C(O)c1ncoc1-c1ccccc1. Yields the product CC1(C)Oc2ccc(C#N)cc2C(NC(=O)c2ncoc2-c2ccccc2)C1O. RXN SMILES: [CH3:31][OH:32].[NH2:1][CH:2]1[CH:3]([OH:16])[C:4]([CH3:14])([CH3:15])[O:5][c:6]2[c:7]1[cH:8][c:9]([C:12]#[N:13])[cH:10][cH:11]2.[c:17]1(-[c:23]2[c:24]([C:28](=[O:29])[OH:30])[n:25][cH:26][o:27]2)[cH:18][cH:19][cH:20][cH:21][cH:22]1>>[NH:1]([CH:2]1[CH:3]([OH:16])[C:4]([CH3:14])([CH3:15])[O:5][c:6]2[c:7]1[cH:8][c:9]([C:12]#[N:13])[cH:10][cH:11]2)[C:28]([c:24]1[c:23](-[c:17]2[cH:18][cH:19][cH:20][cH:21][cH:22]2)[o:27][cH:26][n:25]1)=[O:29].